This data is from the Open Reaction Database (ORD), a public repository of structured organic reaction records. The task is: describe an organic reaction: reactants, conditions, products, and yield The reactants are NCCCOC1=CC2=C(CC(C(N(C2)C)=O)CC(=O)OC)C=C1 (methyl (±)-8-[3-amino-1-propyloxy]-2-methyl-3-oxo-2,3,4,5-tetrahydro-1H-2-benzazepine-4-acetate), CSC=1NCCN1 (2-methylthioimidazoline), C(C)(C)N(CC)C(C)C (diisopropylethylamine). Solvent: CC(=O)N(C)C (dimethylacetamide). Run at temperature 100 celsius, time 2 hour. Product: N1C(=NCC1)NCCCOC1=CC2=C(CC(C(N(C2)C)=O)CC(=O)OC)C=C1 (Methyl(±)-8-[3-[(2-imidazolin-2-yl)amino]-1-propyloxy]-2-methyl-3-oxo-2,3,4,5-tetrahydro-1H-2-benzazepine-4-acetate). The yield is 61.8%. RXN SMILES: [NH2:1][CH2:2][CH2:3][CH2:4][O:5][C:6]1[CH:23]=[CH:22][C:9]2[CH2:10][CH:11]([CH2:17][C:18]([O:20][CH3:21])=[O:19])[C:12](=[O:16])[N:13]([CH3:15])[CH2:14][C:8]=2[CH:7]=1.CS[C:26]1[NH:27][CH2:28][CH2:29][N:30]=1.C(N(C(C)C)CC)(C)C>CC(N(C)C)=O>[NH:30]1[CH2:29][CH2:28][N:27]=[C:26]1[NH:1][CH2:2][CH2:3][CH2:4][O:5][C:6]1[CH:23]=[CH:22][C:9]2[CH2:10][CH:11]([CH2:17][C:18]([O:20][CH3:21])=[O:19])[C:12](=[O:16])[N:13]([CH3:15])[CH2:14][C:8]=2[CH:7]=1. Procedure details: A mixture of methyl (±)-8-[3-amino-1-propyloxy]-2-methyl-3-oxo-2,3,4,5-tetrahydro-1H-2-benzazepine-4-acetate (0.3 g, 1 mmol), 2-methylthioimidazoline (0.46 g, 2 mmol), diisopropylethylamine (0.42 mL, 2 mmol) and dimethylacetamide (3 mL) was heated to 100° C. under argon. After 2 hr, the reaction was concentrated under vacuum and the residue was partitioned between CHCl3 and H2O. The organic phase was dried (MgSO4) and concentrated, and the residue was purified by preparative HPLC to give the tit...